Dataset: the Open Reaction Database (ORD), a public repository of structured organic reaction records. Task: describe an organic reaction: reactants, conditions, products, and yield Reactants: P(=O)(Cl)(Cl)Cl (Phosphorus oxychloride), CN(C)C=O (DMF), C(C1=CC=CC=C1)N1C=CC=CC2=C1C=CC=C2 (1-benzyl-1H-1-benzazepine), CN(C)C=O (DMF), O (Water). Run at time 30 minute. Yields the product C(C1=CC=CC=C1)N1C=CC=CC2=C1C=CC(=C2)C=O (1-Benzyl-1H-1-benzazepin-7-carboxaldehyde). As a reaction SMILES: P(Cl)(Cl)(Cl)=O.[CH2:6]([N:13]1[C:19]2[CH:20]=[CH:21][CH:22]=[CH:23][C:18]=2[CH:17]=[CH:16][CH:15]=[CH:14]1)[C:7]1[CH:12]=[CH:11][CH:10]=[CH:9][CH:8]=1.O.CN([CH:28]=[O:29])C>>[CH2:6]([N:13]1[C:19]2[CH:20]=[CH:21][C:22]([CH:28]=[O:29])=[CH:23][C:18]=2[CH:17]=[CH:16][CH:15]=[CH:14]1)[C:7]1[CH:8]=[CH:9][CH:10]=[CH:11][CH:12]=1. Procedure details: Phosphorus oxychloride (1.9 ml, 20.4 retool) was added to DMF (10 ml) at ambient temperature and the mixture was stirred for 30 minutes under nitrogen atmosphere. To the mixture was added crude 1-benzyl-1H-1-benzazepine (3.23 g, 13.6 mmol) in DMF (5 ml) at ambient temperature. The mixture was stirred at ambient temperature for 1 hour and at 70° C. for 2 hours. Water (35 ml) was added and the mixture was stirred for 10 minutes. The mixture was extracted with EtOAc (2×100 ml) and the combined extr... The reactants are NC=1N=C(C2=C(N1)SC(=N2)C=2C=NC=CC2)N2CCNCC2 (5-amino-7-(piperazin-1-yl)-2-(pyridine-3-yl)thiazolo[5,4-d]pyrimidine), C1(=CC=C(C=C1)N=C=O)C (4-tolyl isocyanate). Solvent: O1CCOCC1 (dioxane). Reaction conditions: time 30 minute. Product: NC=1N=C(C2=C(N1)SC(=N2)C=2C=NC=CC2)N2CCN(CC2)C(=O)NC2=CC=C(C=C2)C (4-(5-amino-2-(pyridin-3-yl)thiazolo[5,4-d]pyrimidin-7-yl)-N-p -tolylpiperazine-1-carboxamide). Yield: 79.3%. RXN SMILES: [NH2:1][C:2]1[N:3]=[C:4]([N:17]2[CH2:22][CH2:21][NH:20][CH2:19][CH2:18]2)[C:5]2[N:10]=[C:9]([C:11]3[CH:12]=[N:13][CH:14]=[CH:15][CH:16]=3)[S:8][C:6]=2[N:7]=1.[C:23]1([CH3:32])[CH:28]=[CH:27][C:26]([N:29]=[C:30]=[O:31])=[CH:25][CH:24]=1>O1CCOCC1>[NH2:1][C:2]1[N:3]=[C:4]([N:17]2[CH2:18][CH2:19][N:20]([C:30]([NH:29][C:26]3[CH:27]=[CH:28][C:23]([CH3:32])=[CH:24][CH:25]=3)=[O:31])[CH2:21][CH2:22]2)[C:5]2[N:10]=[C:9]([C:11]3[CH:12]=[N:13][CH:14]=[CH:15][CH:16]=3)[S:8][C:6]=2[N:7]=1. Procedure: To a suspension of 5-amino-7-(piperazin-1-yl)-2-(pyridine-3-yl)thiazolo[5,4-d]pyrimidine (150 mg, 0.48 mmol) in dioxane (10 ml) was added 4-tolyl isocyanate (63 μl, 0.5 mmol). The resulting reaction mixture was stirred at room temperature for 30 minutes. The solvents were evaporated in vacuo and the residue was purified by flash chromatography on silica, the mobile phase being a mixture of methanol and dichloromethane (in a ratio of 1/25), yielding the pure title compound as a yellowish solid (1... The reactants are [NH4+].[OH-] (NH4OH), NC1=NC(=CC(=C1)C(F)(F)F)N (2,6-diamino-4-trifluoromethylpyridine), ice, [N+](=O)(O)[O-] (HNO3). Solvent: OS(=O)(=O)O (H2SO4). Product: NC1=NC(=CC(=C1[N+](=O)[O-])C(F)(F)F)N (2,6-diamino-3-nitro-4-trifluoromethylpyridine). As a reaction SMILES: [NH2:1][C:2]1[CH:7]=[C:6]([C:8]([F:11])([F:10])[F:9])[CH:5]=[C:4]([NH2:12])[N:3]=1.[N+:13]([O-])([OH:15])=[O:14].[NH4+].[OH-]>OS(O)(=O)=O>[NH2:12][C:4]1[C:5]([N+:13]([O-:15])=[O:14])=[C:6]([C:8]([F:9])([F:11])[F:10])[CH:7]=[C:2]([NH2:1])[N:3]=1 |f:2.3|. Procedure: To a mixture of 2,6-diamino-4-trifluoromethylpyridine (173 mg) in H2SO4 (3 mL) at 0° C. was added HNO3 (0.048 mL, d=1.40). The stirred mixture was sequentially warmed to RT, aged 1.5 hours, poured onto 50 g ice, neutralized with NH4OH, extracted with EtOAc, filtered through 20 g SiO2 (washed with EtOAc until yellow color eluted), and concentrated to give 70 mg of 2,6-diamino-3-nitro-4-trifluoromethylpyridine as a yellow solid. A 1:1 THF/MeOH solution of the nitro compound (65 mg) was hydrogenate... Starting materials: CCO, CS(C)=O, Cl, Cc1c(F)cccc1[N+](=O)[O-], [K+], [OH-], O. Product: O=[N+]([O-])c1cccc(F)c1CCO. Reaction SMILES: [CH3:15][CH2:16][OH:17].[CH3:18][S:19]([CH3:20])=[O:21].[ClH:14].[F:3][c:4]1[c:5]([CH3:13])[c:6]([N+:10](=[O:11])[O-:12])[cH:7][cH:8][cH:9]1.[K+:2].[OH-:1].[OH2:22]>>[F:3][c:4]1[c:5]([CH2:13][CH2:16][OH:17])[c:6]([N+:10](=[O:11])[O-:12])[cH:7][cH:8][cH:9]1. The reactants are C(C)(=O)O (acetic acid), CC(=O)C (acetone), C(C)C(=O)C (methyl ethyl ketone). The solvent is C(C)C(=O)CC (diethyl ketone), C(C)C(=O)CC (diethyl ketone). Product: C(C1=CC=CC=C1)(=O)O (benzoic acid), C(CC)(=O)C1=CC=CC=C1 (propiophenone). Reaction SMILES: [C:1]([OH:4])(=[O:3])[CH3:2].[CH3:5][C:6]([CH3:8])=O.[CH2:9]([C:11]([CH3:13])=[O:12])[CH3:10]>C(C(CC)=O)C>[C:1]([OH:4])(=[O:3])[C:2]1[CH:10]=[CH:9][CH:8]=[CH:6][CH:5]=1.[C:11]([C:13]1[CH:2]=[CH:1][CH:8]=[CH:6][CH:5]=1)(=[O:12])[CH2:9][CH3:10]. Procedure details: Further examples of ketones produced from ketones and carboxylic acids include: acetone and benzoic acid to obtain acetophenone; acetone and propionic acid to obtain methyl ethyl ketone and diethyl ketone; acetone and phenylacetic acid to obtain phenylacetone; diethyl ketone and acetic acid to obtain acetone and methyl ethyl ketone; diethyl ketone and benzoic acid to obtain propiophenone; benzophenone and acetic acid to obtain acetophenone; and benzoic acid and methyl ethyl ketone to obtain acet... The product is CCCCCC(CCCC(CO)CCCCCCC(=O)OCC)OC(C)=O. Starting materials: [BH4-], COCCOCCOC, CCCCCC(CCCC(CCCCCCC(=O)OCC)C(=O)Cl)OC(C)=O, Cl, [Na+], O, CCCCCC(CCCC(CO)CCCCCCC(=O)[O-])OC(C)=O. As a reaction SMILES: [BH4-:29].[CH3:57][O:58][CH2:59][CH2:60][O:61][CH2:62][CH2:63][O:64][CH3:65].[Cl:1][C:2](=[O:3])[CH:4]([CH2:5][CH2:6][CH2:7][CH2:8][CH2:9][CH2:10][C:11](=[O:12])[O:13][CH2:14][CH3:15])[CH2:16][CH2:17][CH2:18][CH:19]([CH2:20][CH2:21][CH2:22][CH2:23][CH3:24])[O:25][C:26]([CH3:27])=[O:28].[ClH:31].[Na+:30].[OH2:66].[OH:32][CH2:33][CH:34]([CH2:35][CH2:36][CH2:37][CH:38]([O:39][C:40](=[O:41])[CH3:42])[CH2:43][CH2:44][CH2:45][CH2:46][CH3:47])[CH2:48][CH2:49][CH2:50][CH2:51][CH2:52][CH2:53][C:54]([O-:55])=[O:56]>>[CH2:2]([OH:3])[CH:4]([CH2:5][CH2:6][CH2:7][CH2:8][CH2:9][CH2:10][C:11](=[O:12])[O:13][CH2:14][CH3:15])[CH2:16][CH2:17][CH2:18][CH:19]([CH2:20][CH2:21][CH2:22][CH2:23][CH3:24])[O:25][C:26]([CH3:27])=[O:28]. Starting materials: CC(C)(C)[Si](C)(C)OCC1CC(N)CC1O[Si](C)(C)C(C)(C)C, C1CCOC1, CC1(C)CC(Nc2nc(Cl)nc(Cl)n2)c2ccccc21. The product is CC1(C)CC(Nc2nc(Cl)nc(NC3CC(CO[Si](C)(C)C(C)(C)C)C(O[Si](C)(C)C(C)(C)C)C3)n2)c2ccccc21. Reaction SMILES: [C:1]([CH3:2])([CH3:3])([CH3:4])[Si:5]([O:6][CH:7]1[CH2:8][CH:9]([NH2:21])[CH2:10][CH:11]1[CH2:12][O:13][Si:14]([CH3:15])([CH3:16])[C:17]([CH3:18])([CH3:19])[CH3:20])([CH3:22])[CH3:23].[CH2:44]1[O:45][CH2:46][CH2:47][CH2:48]1.[Cl:24][c:25]1[n:26][c:27]([NH:32][CH:33]2[CH2:34][C:35]([CH3:42])([CH3:43])[c:36]3[cH:37][cH:38][cH:39][cH:40][c:41]32)[n:28][c:29]([Cl:31])[n:30]1>>[C:1]([CH3:2])([CH3:3])([CH3:4])[Si:5]([O:6][CH:7]1[CH2:8][CH:9]([NH:21][c:29]2[n:28][c:27]([NH:32][CH:33]3[CH2:34][C:35]([CH3:42])([CH3:43])[c:36]4[cH:37][cH:38][cH:39][cH:40][c:41]43)[n:26][c:25]([Cl:24])[n:30]2)[CH2:10][CH:11]1[CH2:12][O:13][Si:14]([CH3:15])([CH3:16])[C:17]([CH3:18])([CH3:19])[CH3:20])([CH3:22])[CH3:23]. Starting materials: ClC1=C(C=C(CNC(C(F)(F)F)=O)C=C1)C1=NN(C(N1)=O)C1=CC(=CC=C1)C(F)(F)F (N-(4-chloro-3-(1-(3-(trifluoromethyl)phenyl)-4,5-dihydro-5-oxo-1H-1,2,4-triazol-3-yl)benzyl)-2,2,2-trifluoroacetamide), [OH-].[K+] (KOH), O (water). Run in C1CCOC1 (THF). Product: NCC=1C=CC(=C(C1)C=1NC(N(N1)C1=CC(=CC=C1)C(F)(F)F)=O)Cl (5-(5-(aminomethyl)-2-chlorophenyl)-2-(3-(trifluoromethyl)phenyl)-2H-1,2,4-triazol-3(4H)-one). The yield is 63.0%. RXN SMILES: [Cl:1][C:2]1[CH:15]=[CH:14][C:5]([CH2:6][NH:7]C(=O)C(F)(F)F)=[CH:4][C:3]=1[C:16]1[NH:20][C:19](=[O:21])[N:18]([C:22]2[CH:27]=[CH:26][CH:25]=[C:24]([C:28]([F:31])([F:30])[F:29])[CH:23]=2)[N:17]=1.[OH-].[K+].O>C1COCC1>[NH2:7][CH2:6][C:5]1[CH:14]=[CH:15][C:2]([Cl:1])=[C:3]([C:16]2[NH:20][C:19](=[O:21])[N:18]([C:22]3[CH:27]=[CH:26][CH:25]=[C:24]([C:28]([F:30])([F:31])[F:29])[CH:23]=3)[N:17]=2)[CH:4]=1 |f:1.2|. Procedure: The title compound was prepared according to the procedure described in Intermediate-66 by using N-(4-chloro-3-(1-(3-(trifluoromethyl)phenyl)-4,5-dihydro-5-oxo-1H-1,2,4-triazol-3-yl)benzyl)-2,2,2-trifluoroacetamide (0.400 g), KOH (0.200 g), water (2 mL) and THF (5.0 mL) to afford 0.200 g of the desired product. Yields the product ClC=1C=C(OC2=NC=C(C=C2)[N+](=O)[O-])C=CC1Cl (2-(3,4-dichlorophenoxy)-5-nitropyridine). The solvent is CS(=O)C (DMSO), CS(=O)C (DMSO). Conditions: temperature 90 celsius, time 8 hour. Reported procedure: To 44.9 g of t-BuOK in 250 ml of DMSO was added 65.2 g of 3,4-dichlorophenol in 50 ml of DMSO causing a temperature rise to between 65°-70° C. To this warm solution was added 2-chloro-5-nitropyridine (63.4 g) which raised the temperature to 90° C. The mixture was stirred without heating until the temperature dropped to 40° C. (~1 hr). The reaction mixture was poured into 1 kilogram (kg) of ice-water and the solid collected by filtration. The solid was dissolved in CH2Cl2, dried over Na2CO3, trea... As a reaction SMILES: CC([O-])(C)C.[K+].[Cl:7][C:8]1[CH:9]=[C:10]([OH:15])[CH:11]=[CH:12][C:13]=1[Cl:14].Cl[C:17]1[CH:22]=[CH:21][C:20]([N+:23]([O-:25])=[O:24])=[CH:19][N:18]=1>CS(C)=O>[Cl:7][C:8]1[CH:9]=[C:10]([CH:11]=[CH:12][C:13]=1[Cl:14])[O:15][C:17]1[CH:22]=[CH:21][C:20]([N+:23]([O-:25])=[O:24])=[CH:19][N:18]=1 |f:0.1|. Reactants: CC(C)(C)[O-].[K+] (t-BuOK), ClC=1C=C(C=CC1Cl)O (3,4-dichlorophenol), ice water, ClC1=NC=C(C=C1)[N+](=O)[O-] (2-chloro-5-nitropyridine). Reactants: C(C)OC(=O)N1CC2CC3=C(C2C1)SC(=C3Cl)C (6-Chloro-5-methyl-3,3a,7,7a-tetrahydro-1H-4-thia-2-aza-cyclopenta[α]pentalene-2-carboxylic acid ethyl ester), [OH-].[K+] (KOH). Solvent: CCO (EtOH), C(Cl)Cl (CH2Cl2). Product: ClC1=C(SC2=C1CC1CNCC21)C (6-Chloro-5-methyl-1,2,3,3a,7,7a-hexahydro-4-thia-2-aza-cyclopenta[α]pentalene). As a reaction SMILES: C(OC([N:6]1[CH2:13][CH:12]2[CH:8]([CH2:9][C:10]3[C:16]([Cl:17])=[C:15]([CH3:18])[S:14][C:11]=32)[CH2:7]1)=O)C.[OH-].[K+]>CCO.C(Cl)Cl>[Cl:17][C:16]1[C:10]2[CH2:9][CH:8]3[CH:12]([C:11]=2[S:14][C:15]=1[CH3:18])[CH2:13][NH:6][CH2:7]3 |f:1.2|. Procedure details: The product of step d) was treated with 40% aqueous KOH in EtOH at 105° C. for 16 hours. The reaction was cooled, diluted with CH2Cl2 and passed through an extrelut column to remove the water. The organic layer was concentrated and the residue purified by preparative LC/MS to give the title compound. MS calculated for C10H12ClNS+H 214, observed 214.